Task: describe an organic reaction: reactants, conditions, products, and yield. Dataset: the Open Reaction Database (ORD), a public repository of structured organic reaction records Product: CC(C)(C)OC(=O)N1CCC2C(C1)c1cc(-c3ccc(C(F)(F)F)cc3Cl)cc3c1N2CC3. The reactants are CC(C)(C)OC(=O)N1CCC2C(C1)c1cc(Br)cc3c1N2CC3, OB(O)c1ccc(C(F)(F)F)cc1Cl. RXN SMILES: [C:1]([CH3:2])([CH3:3])([CH3:4])[O:5][C:6](=[O:7])[N:8]1[CH2:9][CH:10]2[CH:11]([N:12]3[c:13]4[c:14]([cH:15][c:16]([Br:19])[cH:17][c:18]42)[CH2:20][CH2:21]3)[CH2:22][CH2:23]1.[Cl:24][c:25]1[c:26]([B:35]([OH:36])[OH:37])[cH:27][cH:28][c:29]([C:31]([F:32])([F:33])[F:34])[cH:30]1>>[C:1]([CH3:2])([CH3:3])([CH3:4])[O:5][C:6](=[O:7])[N:8]1[CH2:9][CH:10]2[CH:11]([N:12]3[c:13]4[c:14]([cH:15][c:16](-[c:26]5[c:25]([Cl:24])[cH:30][c:29]([C:31]([F:32])([F:33])[F:34])[cH:28][cH:27]5)[cH:17][c:18]42)[CH2:20][CH2:21]3)[CH2:22][CH2:23]1. Starting materials: C(C)(C)(C)OC(=O)N1CC(C(CC1)=CCO)(C)C (4-(2-hydroxyethylidene)-3,3-dimethylpiperidine-1-carboxylic acid t-butyl ester), C(Cl)(Cl)Cl (chloroform). Reagents/catalysts: [O-2].[O-2].[Mn+4] (Manganese dioxide). Solvent: CCCCCC (hexane). Conditions: time 10 hour. Product: C(C)(C)(C)OC(=O)N1CC(C(CC1)=CC=O)(C)C (3,3-dimethyl-4-(2-oxoethylidene)piperidine-1-carboxylic acid t-butyl ester). The yield is 71.1%. As a reaction SMILES: [C:1]([O:5][C:6]([N:8]1[CH2:13][CH2:12][C:11](=[CH:14][CH2:15][OH:16])[C:10]([CH3:18])([CH3:17])[CH2:9]1)=[O:7])([CH3:4])([CH3:3])[CH3:2].C(Cl)(Cl)Cl>CCCCCC.[O-2].[O-2].[Mn+4]>[C:1]([O:5][C:6]([N:8]1[CH2:13][CH2:12][C:11](=[CH:14][CH:15]=[O:16])[C:10]([CH3:18])([CH3:17])[CH2:9]1)=[O:7])([CH3:4])([CH3:3])[CH3:2] |f:3.4.5|. Reported procedure: Manganese dioxide (10 g) was added to a solution of 4-(2-hydroxyethylidene)-3,3-dimethylpiperidine-1-carboxylic acid t-butyl ester (0.9 g, 3.5 mmol) in a mixture of hexane (30 mL)-chloroform (10 mL) and stirred for 10 hours. After the reaction was completed, insoluble materials were filtered off through Celite, and the filtrate was concentrated under a reduced pressure to obtain 0.63 g (yield 70.8%) of 3,3-dimethyl-4-(2-oxoethylidene)piperidine-1-carboxylic acid t-butyl ester (VII-141, 142). Its... Yields the product CC1=NC(=CC(=N1)C1=CC=CC=C1)OCC#CC (2-methyl-4-phenyl-6-(2-butynyloxy)pyrimidine). Reaction conditions: time 12 hour. Reactants: ClC1=NC(=NC(=C1)C1=CC=CC=C1)C (4-chloro-2-methyl-6-phenylpyrimidine), C(C#CC)O (2-butyn-1-ol), O (water), [H-].[Na+] (sodium hydride). Reported procedure: In 10 ml of N,N-dimethylformamide were dissolved 313 mg of 4-chloro-2-methyl-6-phenylpyrimidine and 118 mg of 2-butyn-1-ol, to which 67 mg of sodium hydride (60% in oil) was added, followed by stirring at room temperature for 12 hours. The reaction mixture was then poured into water and extracted with ethyl acetate. The organic layer was washed with a saturated aqueous sodium chloride solution, dried over anhydrous magnesium sulfate, and then concentrated. The resulting residue was subjected to ... As a reaction SMILES: Cl[C:2]1[CH:7]=[C:6]([C:8]2[CH:13]=[CH:12][CH:11]=[CH:10][CH:9]=2)[N:5]=[C:4]([CH3:14])[N:3]=1.[CH2:15]([OH:19])[C:16]#[C:17][CH3:18].[H-].[Na+].O>CN(C)C=O>[CH3:14][C:4]1[N:5]=[C:6]([C:8]2[CH:13]=[CH:12][CH:11]=[CH:10][CH:9]=2)[CH:7]=[C:2]([O:19][CH2:15][C:16]#[C:17][CH3:18])[N:3]=1 |f:2.3|. Solvent: CN(C=O)C (N,N-dimethylformamide). Yield: 71.3%. Reported procedure: A mixture of methyl 6-[(2,2-diphenylethyl)amino]-9-{(2R,3R,4S,5S)-5-[(ethylamino)carbonyl]-3,4-dihydroxytetrahydro-2-furanyl}-9H-purine-2-carboxamide (Preparation 9) (1.1 g, 2 mmol) and 1,2-ethylenediamine (1.1 g, 18.3 mmol) was heated at 105° C. for 2.5 hours. The mixture was dissolved in a little dichloromethane and purified by column chromatography on silica gel eluting with dichloromethane:methanol:concentrated aqueous ammonia (85:15:1.5, by volume). After evaporation of appropriate fraction... Yield: 86.1%. Run in ClCCl (dichloromethane). Product: NCCNC(=O)C1=NC(=C2N=CN(C2=N1)[C@@H]1O[C@@H]([C@@H]([C@H]1O)O)C(=O)NCC)NCC(C1=CC=CC=C1)C1=CC=CC=C1 (N-(2-Aminoethyl)-6-[(2,2-diphenylethyl)amino]-9{(2R,3R,4R,5S)-5-[(ethylamino)carbonyl]-3,4-dihydroxytetrahydro-2-furanyl}-9H-purine-2-carboxamide). Starting materials: CC=1N(C2=NC(=NC(=C2N1)NCC(C1=CC=CC=C1)C1=CC=CC=C1)C(=O)N)[C@@H]1O[C@@H]([C@H]([C@H]1O)O)C(=O)NCC (methyl 6-[(2,2-diphenylethyl)amino]-9-{(2R,3R,4S,5S)-5-[(ethylamino)carbonyl]-3,4-dihydroxytetrahydro-2-furanyl}-9H-purine-2-carboxamide), C(CN)N (1,2-ethylenediamine). Run at temperature 105 celsius. Reaction SMILES: C[C:2]1[N:3]([C@H:29]2[C@H:33]([OH:34])[C@H:32]([OH:35])[C@@H:31]([C:36]([NH:38][CH2:39][CH3:40])=[O:37])[O:30]2)[C:4]2[C:9]([N:10]=1)=[C:8]([NH:11][CH2:12][CH:13]([C:20]1[CH:25]=[CH:24][CH:23]=[CH:22][CH:21]=1)[C:14]1[CH:19]=[CH:18][CH:17]=[CH:16][CH:15]=1)[N:7]=[C:6]([C:26]([NH2:28])=[O:27])[N:5]=2.[CH2:41](N)[CH2:42][NH2:43]>ClCCl>[NH2:43][CH2:42][CH2:41][NH:28][C:26]([C:6]1[N:5]=[C:4]2[C:9]([N:10]=[CH:2][N:3]2[C@H:29]2[C@H:33]([OH:34])[C@@H:32]([OH:35])[C@@H:31]([C:36]([NH:38][CH2:39][CH3:40])=[O:37])[O:30]2)=[C:8]([NH:11][CH2:12][CH:13]([C:14]2[CH:15]=[CH:16][CH:17]=[CH:18][CH:19]=2)[C:20]2[CH:25]=[CH:24][CH:23]=[CH:22][CH:21]=2)[N:7]=1)=[O:27]. The reactants are ClC1=NC2=CC(=CC=C2C=C1C(=O)O)OC (2-Chloro-7-methoxy-quinoline-3-carboxylic acid), C(C)(C)(C)OC(NCCCN)=O ((3-Amino-propyl)-carbamic acid tert-butyl ester), C([O-])([O-])=O.[K+].[K+] (Potassium carbonate). Run in CS(=O)C (DMSO). Reaction conditions: temperature 100 celsius. Product: C(C)(C)(C)OC(=O)NCCCNC1=NC2=CC(=CC=C2C=C1C(=O)O)OC (2-(3-tert-Butoxycarbonylamino-propylamino)-7-methoxy-quinoline-3-carboxylic acid). As a reaction SMILES: Cl[C:2]1[C:11]([C:12]([OH:14])=[O:13])=[CH:10][C:9]2[C:4](=[CH:5][C:6]([O:15][CH3:16])=[CH:7][CH:8]=2)[N:3]=1.[C:17]([O:21][C:22](=[O:28])[NH:23][CH2:24][CH2:25][CH2:26][NH2:27])([CH3:20])([CH3:19])[CH3:18].C(=O)([O-])[O-].[K+].[K+]>CS(C)=O>[C:17]([O:21][C:22]([NH:23][CH2:24][CH2:25][CH2:26][NH:27][C:2]1[C:11]([C:12]([OH:14])=[O:13])=[CH:10][C:9]2[C:4](=[CH:5][C:6]([O:15][CH3:16])=[CH:7][CH:8]=2)[N:3]=1)=[O:28])([CH3:20])([CH3:19])[CH3:18] |f:2.3.4|. Procedure: A suspension of 2-Chloro-7-methoxy-quinoline-3-carboxylic acid (60 mg, 0.22 mmol), (3-Amino-propyl)-carbamic acid tert-butyl ester (77 mg, 0.44 mmol), Potassium carbonate (73 mg, 0.46 mmol), and Molecular sieve-4A (300 mg) in dry DMSO (4 ml) was heated at 100° C. for over night. The reaction mixture was purified by chromatography on SCX column using MeOH as eluent and 2-(3-tert-Butoxycarbonylamino-propylamino)-7-methoxy-quinoline-3-carboxylic acid was obtained as white solid after recrystallizat... Reactants: ClC1=CC(=C(C#N)C=C1)NC(=O)OCC (4-chloro-2-(ethoxycarbonylamino)benzonitrile), BrCC(=O)C1=CC2=CC=CC=C2C=C1 (2-bromo-2′-acetonaphthone). Solvent: C(C)(=O)OCC (ethyl acetate), hexanes. The product is NC1=C(N(C2=CC(=CC=C12)Cl)C(=O)OCC)C(=O)C1=CC2=CC=CC=C2C=C1 (3-Amino-6-chloro-1-(ethoxycarbonyl)-2-(2-naphthoyl)indole). RXN SMILES: [Cl:1][C:2]1[CH:9]=[CH:8][C:5]([C:6]#[N:7])=[C:4]([NH:10][C:11]([O:13][CH2:14][CH3:15])=[O:12])[CH:3]=1.Br[CH2:17][C:18]([C:20]1[CH:29]=[CH:28][C:27]2[C:22](=[CH:23][CH:24]=[CH:25][CH:26]=2)[CH:21]=1)=[O:19]>C(OCC)(=O)C>[NH2:7][C:6]1[C:5]2[C:4](=[CH:3][C:2]([Cl:1])=[CH:9][CH:8]=2)[N:10]([C:11]([O:13][CH2:14][CH3:15])=[O:12])[C:17]=1[C:18]([C:20]1[CH:29]=[CH:28][C:27]2[C:22](=[CH:23][CH:24]=[CH:25][CH:26]=2)[CH:21]=1)=[O:19]. Reported procedure: The title compound was prepared according to the procedure described in step 2 of Example 1 from 4-chloro-2-(ethoxycarbonylamino)benzonitrile (Example 1, step 1) and 2-bromo-2′-acetonaphthone. tlc: Rf=0.8 (50% ethyl acetate in hexanes)